This data is from the Open Reaction Database (ORD), a public repository of structured organic reaction records. The task is: describe an organic reaction: reactants, conditions, products, and yield Reactants: NC1=C(C(=NN1C1=C(C=C(C=C1Cl)C(F)(F)F)Cl)C=NO)S(=O)C (5-amino-1-[2,6-dichloro-4-(trifluoromethyl)phenyl]-4-methylsulfinyl-1H-pyrazole-3-carboxaldehyde oxime), [O-]CC.[Na+] (sodium ethoxide), IC(C)C (2-Iodopropane). Run in C(C)O (ethanol), C(C)O (ethanol). Conditions: temperature 20 celsius, time 8 hour. Yields the product C(C)(C)ON=CC1=NN(C(=C1S(=O)C)N)C1=C(C=C(C=C1Cl)C(F)(F)F)Cl (5-amino-1-[2,6-dichloro-4-(trifluoromethyl)phenyl]-4-methylsulfinyl-1H-pyrazole-3-carboxaldehyde O-(isopropyl)oxime). As a reaction SMILES: [O-]CC.[Na+].[NH2:5][C:6]1[N:10]([C:11]2[C:16]([Cl:17])=[CH:15][C:14]([C:18]([F:21])([F:20])[F:19])=[CH:13][C:12]=2[Cl:22])[N:9]=[C:8]([CH:23]=[N:24][OH:25])[C:7]=1[S:26]([CH3:28])=[O:27].I[CH:30]([CH3:32])[CH3:31]>C(O)C>[CH:30]([O:25][N:24]=[CH:23][C:8]1[C:7]([S:26]([CH3:28])=[O:27])=[C:6]([NH2:5])[N:10]([C:11]2[C:16]([Cl:17])=[CH:15][C:14]([C:18]([F:21])([F:20])[F:19])=[CH:13][C:12]=2[Cl:22])[N:9]=1)([CH3:32])[CH3:31] |f:0.1|. Procedure details: A suspension of sodium ethoxide (0.34 g) in ethanol was added to a stirred solution of 5-amino-1-[2,6-dichloro-4-(trifluoromethyl)phenyl]-4-methylsulfinyl-1H-pyrazole-3-carboxaldehyde oxime (2.0 g) in ethanol. 2-Iodopropane (1 ml) was then added and the mixture stirred overnight at 20° C. and evaporated. The residue (in dichloromethane) was water-washed, dried (magnesium sulfate), concentrated and purified by chromatography on silica gel to give 5-amino-1-[2,6-dichloro-4-(trifluoromethyl)phenyl]... Reactants: [O-]Cl.[Na+] (NaOCl), C(=O)(O)[O-].[Na+] (NaHCO3), O (water), C1(CCCCC1)CC(CCO)C (4-(cyclohex-1-yl)-3-methyl butan-1-ol). The reagents and catalysts are [K+].[Br-] (KBr), CC1(CCCC(N1[O])(C)C)C (2,2,6,6-Tetramethylpiperidine-1-oxyl). The solvent is C1(=CC=CC=C1)C (toluene). Conditions: temperature 0 celsius, time 12 hour. The product is C1(CCCCC1)CC(CC=O)C (4-(Cyclohex-1-yl)-3-methylbutanal). Isolated yield 45.0%. Reaction SMILES: C([O-])(O)=O.[Na+].O.[CH:7]1([CH2:13][CH:14]([CH3:18])[CH2:15][CH2:16][OH:17])[CH2:12][CH2:11][CH2:10][CH2:9][CH2:8]1.[O-]Cl.[Na+]>[K+].[Br-].CC1(C)N([O])C(C)(C)CCC1.C1(C)C=CC=CC=1>[CH:7]1([CH2:13][CH:14]([CH3:18])[CH2:15][CH:16]=[O:17])[CH2:12][CH2:11][CH2:10][CH2:9][CH2:8]1 |f:0.1,4.5,6.7,^1:27|. Reported procedure: KBr (0.6 g, 0.005 mol) and NaHCO3 (6.4 g, 0.076 mol) and 0.8 g (0.00566 mols) 2,2,6,6-Tetramethylpiperidine-1-oxyl (TEMPO) were mixed together with water (60 ml), toluene (250 g) and 4-(cyclohex-1-yl)-3-methyl butan-1-ol (96 g 0.564 mol, purity: 99% sum of the isomers) the reaction temperature maintain 0° C. with continuous stirring. NaOCl (13% w/w aqueous 426.8 g, 0.745 mol) was added to the reaction mass over 2 h. Stirring was continued for another 12 h. The aqueous phase was removed, organic ... Reactants: C(C)(C)(C)C1=CC(=C(C=C1)C=1C=NNC1)[N+](=O)[O-] (4-(4-t-butyl-2-nitrophenyl)pyrazole). The reagents and catalysts are [Pd] (Pd/C). Solvent: C(C)O (ethanol). Reaction conditions: time 30 minute. Yields the product C(C)(C)(C)C=1C=CC(=C(N)C1)C=1C=NNC1 (5-tert-butyl-2-(1H-pyrazol-4-yl)aniline). Yield: 92.9%. As a reaction SMILES: [C:1]([C:5]1[CH:10]=[CH:9][C:8]([C:11]2[CH:12]=[N:13][NH:14][CH:15]=2)=[C:7]([N+:16]([O-])=O)[CH:6]=1)([CH3:4])([CH3:3])[CH3:2]>C(O)C.[Pd]>[C:1]([C:5]1[CH:10]=[CH:9][C:8]([C:11]2[CH:12]=[N:13][NH:14][CH:15]=2)=[C:7]([CH:6]=1)[NH2:16])([CH3:4])([CH3:2])[CH3:3]. Reported procedure: A mixture of 4-(4-t-butyl-2-nitrophenyl)pyrazole (0.27 mmol), 10% Pd/C (0.2 eq by weight of nitro compound) and NH4CO2H (2.7 mmol) in ethanol (3 mL) was stirred for 30 min and filtered through a bed of diatomaceous earth. The filtrate was concentrated under reduced pressure and the residue dissolved in water. The solid was filtered, washed with water and dried to give the product (54 mg, 93%). Reactants: CCCC(=O)OCC(O)(CNCc1ccccc1)C(F)(F)F, CCO, Cl. Product: OCC(O)(CNCc1ccccc1)C(F)(F)F. RXN SMILES: [C:1](=[O:2])([CH2:3][CH2:4][CH3:5])[O:6][CH2:7][C:8]([C:9]([F:10])([F:11])[F:12])([CH2:13][NH:14][CH2:15][c:16]1[cH:17][cH:18][cH:19][cH:20][cH:21]1)[OH:22].[CH3:23][CH2:24][OH:25].[ClH:26]>>[OH:6][CH2:7][C:8]([C:9]([F:10])([F:11])[F:12])([CH2:13][NH:14][CH2:15][c:16]1[cH:17][cH:18][cH:19][cH:20][cH:21]1)[OH:22].